Dataset: the Open Reaction Database (ORD), a public repository of structured organic reaction records. Task: describe an organic reaction: reactants, conditions, products, and yield Product: C(C1=CC=CC=C1)(C1=CC=CC=C1)N1CC(C1)COC1=CC(=C(C(=O)NS(NC)(=O)=O)C=C1C1CC1)F (4-((1-benzhydrylazetidin-3-yl)methoxy)-5-cyclopropyl-2-fluoro-N-(N-methylsulfamoyl)benzamide). RXN SMILES: [CH:1]([N:14]1[CH2:17][CH:16]([CH2:18][O:19][C:20]2[C:28]([CH:29]3[CH2:31][CH2:30]3)=[CH:27][C:23]([C:24](O)=[O:25])=[C:22]([F:32])[CH:21]=2)[CH2:15]1)([C:8]1[CH:13]=[CH:12][CH:11]=[CH:10][CH:9]=1)[C:2]1[CH:7]=[CH:6][CH:5]=[CH:4][CH:3]=1.[CH3:33][NH:34][S:35]([NH2:38])(=[O:37])=[O:36]>>[CH:1]([N:14]1[CH2:17][CH:16]([CH2:18][O:19][C:20]2[C:28]([CH:29]3[CH2:31][CH2:30]3)=[CH:27][C:23]([C:24]([NH:38][S:35](=[O:37])(=[O:36])[NH:34][CH3:33])=[O:25])=[C:22]([F:32])[CH:21]=2)[CH2:15]1)([C:8]1[CH:13]=[CH:12][CH:11]=[CH:10][CH:9]=1)[C:2]1[CH:7]=[CH:6][CH:5]=[CH:4][CH:3]=1. Reported procedure: The compound was prepared in a similar manner to Example 408 from 4-((1-benzhydrylazetidin-3-yl)methoxy)-5-cyclopropyl-2-fluorobenzoic acid and N-methylsulfamide. LCMS (Method D): RT=4.48 min, m/z: 524.2 [M+H]+. 1H NMR (400 MHz, DMSO-d6) δ 11.46 (s, 1H), 7.46-7.38 (m, 4H), 7.27 (t, J=7.7 Hz, 4H), 7.22-7.08 (m, 3H), 6.95 (d, J=12.7 Hz, 1H), 4.46 (s, 1H), 4.21 (d, J=6.2 Hz, 2H), 3.24 (d, J=7.4 Hz, 2H), 3.00 (t, J=6.6 Hz, 2H), 2.92-2.79 (m, 1H), 2.53 (d, J=4.9 Hz, 2H), 2.11-1.99 (m, 1H), 1.25 (d, J... The reactants are C(C1=CC=CC=C1)(C1=CC=CC=C1)N1CC(C1)COC1=CC(=C(C(=O)O)C=C1C1CC1)F (4-((1-benzhydrylazetidin-3-yl)methoxy)-5-cyclopropyl-2-fluorobenzoic acid), CNS(=O)(=O)N (N-methylsulfamide). Starting materials: C(C1=CC=CC=C1)C=1SC=C(N1)CO ((2-benzyl-4-thiazolyl)-methanol). The reagents and catalysts are [O-2].[O-2].[Mn+4] (manganese dioxide). Run in C1=CC=CC=C1 (benzene). Conditions: temperature 20 celsius, time 20 hour. The product is C(C1=CC=CC=C1)C=1SC=C(N1)C=O ((2-benzyl-4-thiazolyl)-methanal). Isolated yield 60.6%. RXN SMILES: [CH2:1]([C:8]1[S:9][CH:10]=[C:11]([CH2:13][OH:14])[N:12]=1)[C:2]1[CH:7]=[CH:6][CH:5]=[CH:4][CH:3]=1>[O-2].[O-2].[Mn+4].C1C=CC=CC=1>[CH2:1]([C:8]1[S:9][CH:10]=[C:11]([CH:13]=[O:14])[N:12]=1)[C:2]1[CH:3]=[CH:4][CH:5]=[CH:6][CH:7]=1 |f:1.2.3|. Reported procedure: 2.1 g of manganese dioxide were added to a mixture of 0.5 g of (2-benzyl-4-thiazolyl)-methanol and 10 ml of benzene and the mixture was stirred at 20° C. for 20 hours and was filtered. The filtrate was evaporated to dryness and the residue was chromatographed over silica gel.Elution with a 7-3 hexane-ethyl acetate mixture yielded 0.3 g of (2-benzyl-4-thiazolyl)-methanal melting at 78° C.